This data is from the Open Reaction Database (ORD), a public repository of structured organic reaction records. The task is: describe an organic reaction: reactants, conditions, products, and yield Reactants: C1(=CC=CC=C1)C=1N=C(OC1C1=CC=CC=C1)C(C(CC=1C=C(C=CC1)O[Si](C1=CC=CC=C1)(C1=CC=CC=C1)C(C)(C)C)CCO)O (3-[3-(4,5-diphenyloxazol-2-yl)-3-hydroxy-2-(2-hydroxyethyl)propyl]-1-(t-butyldiphenylsilyloxy)benzene), C1(=CC=C(C=C1)S(=O)(=O)O)C (p-toluenesulfonic acid). Run in C1(=CC=CC=C1)C (toluene). Yields the product C1(=CC=CC=C1)C=1N=C(OC1C1=CC=CC=C1)C1OCCC1CC1=CC(=CC=C1)O[Si](C1=CC=CC=C1)(C1=CC=CC=C1)C(C)(C)C (2-(4,5-diphenyloxazol-2-yl)-3-(3-t-butyldiphenylsilyloxybenzyl)tetrahydrofuran). The yield is 118.7%. As a reaction SMILES: [C:1]1([C:7]2[N:8]=[C:9]([CH:18]([OH:48])[CH:19]([CH2:45][CH2:46]O)[CH2:20][C:21]3[CH:22]=[C:23]([O:27][Si:28]([C:41]([CH3:44])([CH3:43])[CH3:42])([C:35]4[CH:40]=[CH:39][CH:38]=[CH:37][CH:36]=4)[C:29]4[CH:34]=[CH:33][CH:32]=[CH:31][CH:30]=4)[CH:24]=[CH:25][CH:26]=3)[O:10][C:11]=2[C:12]2[CH:17]=[CH:16][CH:15]=[CH:14][CH:13]=2)[CH:6]=[CH:5][CH:4]=[CH:3][CH:2]=1.C1(C)C=CC(S(O)(=O)=O)=CC=1>C1(C)C=CC=CC=1>[C:1]1([C:7]2[N:8]=[C:9]([CH:18]3[CH:19]([CH2:20][C:21]4[CH:26]=[CH:25][CH:24]=[C:23]([O:27][Si:28]([C:41]([CH3:44])([CH3:43])[CH3:42])([C:35]5[CH:36]=[CH:37][CH:38]=[CH:39][CH:40]=5)[C:29]5[CH:34]=[CH:33][CH:32]=[CH:31][CH:30]=5)[CH:22]=4)[CH2:45][CH2:46][O:48]3)[O:10][C:11]=2[C:12]2[CH:13]=[CH:14][CH:15]=[CH:16][CH:17]=2)[CH:6]=[CH:5][CH:4]=[CH:3][CH:2]=1. Procedure details: A mixture of 3-[3-(4,5-diphenyloxazol-2-yl)-3-hydroxy-2-(2-hydroxyethyl)propyl]-1-(t-butyldiphenylsilyloxy)benzene (1.3 g) and p-toluenesulfonic acid (100 mg) in toluene (20 ml) was stirred under reflux for 6 hours. The solution was washed with sat. NaHCO3 and brine, dried over MgSO4, and evaporated in vacuo to afford crude 2-(4,5-diphenyloxazol-2-yl)-3-(3-t-butyldiphenylsilyloxybenzyl)tetrahydrofuran (1.5 g). Reactants: C(C)(C)(C)OC(=O)N1C[C@H](CC1)OC1=CC=C(C=C1)C1C(CN(CC1)C(=O)OCC1=CC=CC=C1)O (benzyl 4-[4-(1-tert-butoxycarbonylpyrrolidin-3(S)-yloxy)phenyl]-3-hydroxypiperidine-1-carboxylate), ClCC=1C=CC2=C(N(C(CO2)=O)CCCOC)C1 (6-chloromethyl-4-(3-methoxypropyl)-4H-benzo[1,4]oxazin-3-one). Product: C(C)(C)(C)OC(=O)N1C[C@H](CC1)OC1=CC=C(C=C1)C1C(CN(CC1)C(=O)OCC1=CC=CC=C1)OCC=1C=CC2=C(N(C(CO2)=O)CCCOC)C1 (Benzyl 4-[4-(1-tert-butoxycarbonylpyrrolidin-3(S)-yloxy)phenyl]-3-[4-(3-methoxypropyl)-3-oxo-3,4-dihydro-2H-benzo[1,4]oxazin-6-ylmethoxy]piperidine-1-carboxylate). Reaction SMILES: [C:1]([O:5][C:6]([N:8]1[CH2:12][CH2:11][C@H:10]([O:13][C:14]2[CH:19]=[CH:18][C:17]([CH:20]3[CH2:25][CH2:24][N:23]([C:26]([O:28][CH2:29][C:30]4[CH:35]=[CH:34][CH:33]=[CH:32][CH:31]=4)=[O:27])[CH2:22][CH:21]3[OH:36])=[CH:16][CH:15]=2)[CH2:9]1)=[O:7])([CH3:4])([CH3:3])[CH3:2].Cl[CH2:38][C:39]1[CH:40]=[CH:41][C:42]2[O:47][CH2:46][C:45](=[O:48])[N:44]([CH2:49][CH2:50][CH2:51][O:52][CH3:53])[C:43]=2[CH:54]=1>>[C:1]([O:5][C:6]([N:8]1[CH2:12][CH2:11][C@H:10]([O:13][C:14]2[CH:15]=[CH:16][C:17]([CH:20]3[CH2:25][CH2:24][N:23]([C:26]([O:28][CH2:29][C:30]4[CH:35]=[CH:34][CH:33]=[CH:32][CH:31]=4)=[O:27])[CH2:22][CH:21]3[O:36][CH2:38][C:39]3[CH:40]=[CH:41][C:42]4[O:47][CH2:46][C:45](=[O:48])[N:44]([CH2:49][CH2:50][CH2:51][O:52][CH3:53])[C:43]=4[CH:54]=3)=[CH:18][CH:19]=2)[CH2:9]1)=[O:7])([CH3:4])([CH3:2])[CH3:3]. Procedure: Analogously to Method D, 0.980 g of benzyl 4-[4-(1-tert-butoxycarbonylpyrrolidin-3(S)-yloxy)phenyl]-3-hydroxypiperidine-1-carboxylate and 0.572 g of 6-chloromethyl-4-(3-methoxypropyl)-4H-benzo[1,4]oxazin-3-one are reacted. The title compound is obtained as a yellowish oil. Rf=0.14 (1:1 EtOAc-heptane). Rt=5.63. The reactants are Cl.NO (hydroxylamine hydrochloride), FC=1C(=C(N)C=C(C1)C)OC (3-fluoro-2-methoxy-5-methylaniline), Cl (hydrochloric acid), O.ClC(C=O)(Cl)Cl (trichloroacetaldehyde monohydrate), S(=O)(=O)([O-])[O-].[Mg+2] (magnesium sulfate), CN(C=O)C (N,N-dimethylformamide). The solvent is O (water). Run at temperature 90 celsius, time 30 minute. The product is FC=1C(=C(C=C(C1)C)C(C(=O)N)=NO)OC ((3-Fluoro-2-methoxy-5-methylphenyl)-2-hydroxyimino-acetamide). Isolated yield 10.0%. Reaction SMILES: [F:1][C:2]1[C:3]([O:10][CH3:11])=[C:4]([CH:6]=[C:7]([CH3:9])[CH:8]=1)N.Cl.[OH2:13].Cl[C:15](Cl)(Cl)[CH:16]=O.S([O-])([O-])(=O)=O.[Mg+2].Cl.[NH2:27][OH:28].C[N:30](C)C=O>O>[F:1][C:2]1[C:3]([O:10][CH3:11])=[C:4]([C:15](=[N:27][OH:28])[C:16]([NH2:30])=[O:13])[CH:6]=[C:7]([CH3:9])[CH:8]=1 |f:2.3,4.5,6.7|. Procedure details: A N,N-dimethylformamide (30 ml) solution of 3-fluoro-2-methoxy-5-methylaniline (I-26) (4.31 g, 27.8 mmol) and concentrated hydrochloric acid (3.5 ml, 33.4 mmol) were added to a water (60 ml) suspension of trichloroacetaldehyde monohydrate (9.2 g, 55.6 mmol) and anhydrous magnesium sulfate (31.6 g, 222.4 mmol), followed by stirring at 90° C. for 30 minutes, then hydroxylamine hydrochloride (116 g, 166.8 mmol) was added, followed by stirring at the same temperature for 13 hours and a half. After c... The reactants are S1C(=NC=C1)CC(C)=O (1-(thiazol-2-yl)propanone), C1CCOC1 (THF), NH4OAc, C(C1=CC=CC=C1)OC=1C=C(C=C(C1)F)Br (3-benzyloxy-1-bromo-5-fluorobenzene), [Mg] (magnesium), C1CCOC1 (THF), Grignard reagent. Reaction conditions: time 30 minute. Product: FC=1C=C(C=C(C1)OCC1=CC=CC=C1)C(CC)(C=1SC=CN1)O (5-Fluoro-3-[1-hydroxy-1-(thiazol-2-yl)prop yl](O-benzyl)phenol). The yield is 50.0%. As a reaction SMILES: [CH2:1]([O:8][C:9]1[CH:10]=[C:11](Br)[CH:12]=[C:13]([F:15])[CH:14]=1)[C:2]1[CH:7]=[CH:6][CH:5]=[CH:4][CH:3]=1.[Mg].[S:18]1[CH:22]=[CH:21][N:20]=[C:19]1[CH2:23][C:24](=O)[CH3:25].C1C[O:30]CC1>>[F:15][C:13]1[CH:12]=[C:11]([C:23]([OH:30])([C:19]2[S:18][CH:22]=[CH:21][N:20]=2)[CH2:24][CH3:25])[CH:10]=[C:9]([O:8][CH2:1][C:2]2[CH:7]=[CH:6][CH:5]=[CH:4][CH:3]=2)[CH:14]=1. Reported procedure: A solution of 3-benzyloxy-1-bromo-5-fluorobenzene (EP: 0385662, ICI, Pharma) (5.4 g, 19.4 mmol) in dry THF (30 mL) containing magnesium (941 mg, 38.7 mmol) was heated until the Grignard reagent was formed then the reaction mixture was stirred at r.t. for 30 min. and transferred to a solution of 1-(thiazol-2-yl)propanone in dry THF at 0° C. The reaction mixture was stirred for 30 min. then an aqueous solution of NH4OAc (25%) was added and the THF evaporated. The residue was diluted with EtOAc and... Starting materials: [S-2].[Na+].[Na+] (sodium sulfide), ClC1=C(C(=C2C(=N1)CCC2)C2=CC=CC=C2)C#N (2-Chloro-4-phenyl-6,7-dihydro-5H-cyclopenta[b]pyridine-3-carbonitrile). Solvent: CN(C)C=O (DMF). Procedure details: 147 mg (1.89 mmol) of sodium sulfide are added to a solution of 400 mg (1.57 mmol) of the compound from Example 17A in 4.8 ml DMF, and the mixture was stirred at 30° C. for 5 h. Without further work-up, the reaction mixture was directly reacted further. Yields the product C(#N)C=1C(=C2C(=NC1[S-])CCC2)C2=CC=CC=C2.[Na+] (Sodium [3-cyano-4-phenyl-6,7-dihydro-5H-cyclopenta[b]pyridine-2-thiolate]). Conditions: temperature 30 celsius, time 5 hour. Reaction SMILES: [S-2:1].[Na+:2].[Na+].Cl[C:5]1[N:10]=[C:9]2[CH2:11][CH2:12][CH2:13][C:8]2=[C:7]([C:14]2[CH:19]=[CH:18][CH:17]=[CH:16][CH:15]=2)[C:6]=1[C:20]#[N:21]>CN(C=O)C>[C:20]([C:6]1[C:7]([C:14]2[CH:19]=[CH:18][CH:17]=[CH:16][CH:15]=2)=[C:8]2[CH2:13][CH2:12][CH2:11][C:9]2=[N:10][C:5]=1[S-:1])#[N:21].[Na+:2] |f:0.1.2,5.6|. The reactants are C([O-])([O-])=O.[K+].[K+] (potassium carbonate), ClCC(=O)OC (methyl chloroacetate), C(C=C)N1C(NN=C1C1=C(C=C(C=C1)Cl)Br)=O (4-Allyl-5-(2-bromo-4-chlorophenyl)-2,4-dihydro-3H-1,2,4-triazol-3-one). The solvent is C(C)#N (acetonitrile). Product: C(C=C)N1C(=NN(C1=O)CC(=O)OC)C1=C(C=C(C=C1)Cl)Br (Methyl [4-allyl-3-(2-bromo-4-chlorophenyl)-5-oxo-4,5-dihydro-1H-1,2,4-triazol-1-yl]acetate). As a reaction SMILES: [CH2:1]([N:4]1[C:8]([C:9]2[CH:14]=[CH:13][C:12]([Cl:15])=[CH:11][C:10]=2[Br:16])=[N:7][NH:6][C:5]1=[O:17])[CH:2]=[CH2:3].C(=O)([O-])[O-].[K+].[K+].Cl[CH2:25][C:26]([O:28][CH3:29])=[O:27]>C(#N)C>[CH2:1]([N:4]1[C:5](=[O:17])[N:6]([CH2:25][C:26]([O:28][CH3:29])=[O:27])[N:7]=[C:8]1[C:9]1[CH:14]=[CH:13][C:12]([Cl:15])=[CH:11][C:10]=1[Br:16])[CH:2]=[CH2:3] |f:1.2.3|. Procedure details: Of the compound from Example 164A, 9.78 g (about 23.32 mmol, purity 75%) were dissolved in 75 ml of acetonitrile. Then 3.55 g (25.65 mmol) of potassium carbonate and 2.46 ml (27.98 mmol) of methyl chloroacetate were added. The mixture was stirred under reflux for 5 hours. After cooling, it was filtered with suction. The filtrate was concentrated a little on a rotary evaporator and then diluted with 30 ml of ethyl acetate and washed with 30 ml each of 1M hydrochloric acid and of saturated aqueous... Starting materials: [Br-], N#Cc1ccc2ccc(C[P+](c3ccccc3)(c3ccccc3)c3ccccc3)cc2c1, CCOC(=O)C(=O)c1ccc(OC2CCN(C(=O)OC(C)(C)C)C2)cc1, CCO, C1CCOC1. Product: CCOC(=O)C(=Cc1ccc2ccc(C#N)cc2c1)c1ccc(OC2CCN(C(=O)OC(C)(C)C)C2)cc1. Reaction SMILES: [Br-:1].[C:2](#[N:3])[c:4]1[cH:5][cH:6][c:7]2[cH:8][cH:9][c:10]([CH2:14][P+:15]([c:16]3[cH:17][cH:18][cH:19][cH:20][cH:21]3)([c:22]3[cH:23][cH:24][cH:25][cH:26][cH:27]3)[c:28]3[cH:29][cH:30][cH:31][cH:32][cH:33]3)[cH:11][c:12]2[cH:13]1.[C:34]([CH3:35])([CH3:36])([CH3:37])[O:38][C:39](=[O:40])[N:41]1[CH2:42][CH:43]([O:46][c:47]2[cH:48][cH:49][c:50]([C:53]([C:54](=[O:55])[O:56][CH2:57][CH3:58])=[O:59])[cH:51][cH:52]2)[CH2:44][CH2:45]1.[CH3:65][CH2:66][OH:67].[O:60]1[CH2:61][CH2:62][CH2:63][CH2:64]1>>[C:2](#[N:3])[c:4]1[cH:5][cH:6][c:7]2[cH:8][cH:9][c:10]([CH:14]=[C:53]([c:50]3[cH:49][cH:48][c:47]([O:46][CH:43]4[CH2:42][N:41]([C:39]([O:38][C:34]([CH3:35])([CH3:36])[CH3:37])=[O:40])[CH2:45][CH2:44]4)[cH:52][cH:51]3)[C:54](=[O:55])[O:56][CH2:57][CH3:58])[cH:11][c:12]2[cH:13]1.